Dataset: the Open Reaction Database (ORD), a public repository of structured organic reaction records. Task: describe an organic reaction: reactants, conditions, products, and yield Starting materials: COC=1C=C(CCN)C=CC1OC (3,4-dimethoxyphenethylamine), C(OC(C)(C)OC(C)=O)(OC1=CC=C(C=C1)[N+](=O)[O-])=O (acetoxyisopropyl p-nitrophenyl carbonate). Solvent: CN(C=O)C (dimethylformamide), O (water). Yields the product C(C)(=O)OC(C)(C)OC(=O)NCCC1=CC(=C(C=C1)OC)OC (N-(Acetoxyisopropoxy)carbonyl-β-(3,4-dimethoxyphenyl)ethylamine). RXN SMILES: [CH3:1][O:2][C:3]1[CH:4]=[C:5]([CH:9]=[CH:10][C:11]=1[O:12][CH3:13])[CH2:6][CH2:7][NH2:8].[C:14](=O)([O:23]C1C=CC([N+]([O-])=O)=CC=1)[O:15][C:16]([O:19][C:20](=[O:22])[CH3:21])([CH3:18])[CH3:17]>CN(C)C=O.O>[C:20]([O:19][C:16]([O:15][C:14]([NH:8][CH2:7][CH2:6][C:5]1[CH:9]=[CH:10][C:11]([O:12][CH3:13])=[C:3]([O:2][CH3:1])[CH:4]=1)=[O:23])([CH3:18])[CH3:17])(=[O:22])[CH3:21]. Reported procedure: A solution of 3,4-dimethoxyphenethylamine (110 mg) and acetoxyisopropyl p-nitrophenyl carbonate (0.18 g) in dimethylformamide (3 mL) was stirred at room temperature for 18 hours. The reaction mixture was diluted with water (25 mL) and extracted with ethyl acetate. The ethyl acetate extract was washed with water, ice cold 1% aqueous sodium hydroxide, 1N HCl, water and brine. The organic extract was dried over sodium sulfate and evaporated. The residue (0.11 g) was purified by preparative thin lay... Starting materials: [H-].[Al+3].[Li+].[H-].[H-].[H-] (lithium aluminium hydride), C(C1=CC=CC=C1)N1[C@@H]2C(NC[C@H]1CC2)=O ((1S,5R)-8-benzyl-3,8-diazabicyclo[3.2.1]octan-2-one), A1. Reaction conditions: temperature 67.5 celsius, time 1 hour. The product is C(C1=CC=CC=C1)N1C2CNCC1CC2 (8-benzyl-3,8-diazabicyclo[3.2.1]octane). Yield: 91.0%. RXN SMILES: [H-].[Al+3].[Li+].[H-].[H-].[H-].[CH2:7]([N:14]1[C@@H:19]2[CH2:20][CH2:21][C@H:15]1[C:16](=O)[NH:17][CH2:18]2)[C:8]1[CH:13]=[CH:12][CH:11]=[CH:10][CH:9]=1>>[CH2:7]([N:14]1[CH:19]2[CH2:20][CH2:21][CH:15]1[CH2:16][NH:17][CH2:18]2)[C:8]1[CH:9]=[CH:10][CH:11]=[CH:12][CH:13]=1 |f:0.1.2.3.4.5|. Reported procedure: To a stirred suspension of lithium aluminium hydride in tetrahudrofuran (30 ml) at 0° C. was added a solution of (1S,5R)-8-benzyl-3,8-diazabicyclo[3.2.1]octan-2-one (prepared according to the procedure reported in US200565178 A1, 1.0 g, 4.62 mmol) in 15 ml tetrahudrofuran (15 ml) under nitrogen atmosphere. The reaction mixture was allowed to stir at 25° C. for 2 h and at 65-70° C. for 1 h. The reaction mixture was cooled to 0° C. and slowly quenched with 15% aqueous Sodium hydroxide (5 ml). The ... The solvent is CN(C)C=O (DMF), CN(C)C=O (dmf), CN(C)C=O (DMF). Reaction conditions: temperature 70 celsius, time 16 hour. The reactants are CC(Cl)c1cccnc1, O=C(O)CCc1noc(-c2ccncc2)n1. Reagents/catalysts: O=C([O-])[O-].[Cs+].[Cs+] (cesium carbonate), [I-].[K+] (potassium iodide). Product: CC(OC(=O)CCc1noc(-c2ccncc2)n1)c1cccnc1. Reactants: CS(=O)(=O)OCCCCCCC(C(F)(F)F)(F)F (1-Methylsulfonyloxy-7,7,8,8,8-pentafluorooctane), [I-].[Na+] (sodium iodide). The solvent is CC(=O)C (acetone), O (water). Reaction conditions: time 8 hour. Yields the product FC(C(CCCCCCI)(F)F)(F)F (1,1,1,2,2-Pentafluoro-8-iodooctane). Isolated yield 89.3%. Reaction SMILES: CS(O[CH2:6][CH2:7][CH2:8][CH2:9][CH2:10][CH2:11][C:12]([F:18])([F:17])[C:13]([F:16])([F:15])[F:14])(=O)=O.[I-:19].[Na+]>CC(C)=O.O>[F:14][C:13]([F:16])([F:15])[C:12]([F:18])([F:17])[CH2:11][CH2:10][CH2:9][CH2:8][CH2:7][CH2:6][I:19] |f:1.2|. Procedure: 1-Methylsulfonyloxy-7,7,8,8,8-pentafluorooctane(14 g, 47.01 mmol) prepared in Step 1 was dissolved in acetone(200 ml), sodium iodide(19.62 g, 130 mmol) was added thereto, and the resulting mixture was stirred overnight under reflux-heating condition. The reaction solution was diluted with excess water(1 l), extracted twice with diethylether (100 ml), washed with 1% aqueous sodiumthiosulfate solution(100 ml) and saturated saline solution, dried over anhydrous magnesium sulfate, and filtered. The ... Starting materials: C1(=CC=C(C=C1)S(=O)(=O)O)C (p-toluenesulfonic acid), S1C(SCC1)C=1C=C(C=C(O)C1)O (5-(1,3-dithiolan-2-yl)resorcinol), C1(C=CC(CC1)C(=C)C)(C)O (p-mentha-2,8-dien-1-ol), C1=CC=CC=C1 (benzene). Solvent: C(Cl)Cl (methylene chloride). The product is S1C(SCC1)C=1C=C(C2=C(OC(C3C2CC(=CC3)C)(C)C)C1)O (3-(1,3-dithiolan-2-yl)-6a,7,10,10a-tetrahydro-6,6,9-trimethyl-6H-dibenzo[b,d]pyran-1-ol). RXN SMILES: [S:1]1[CH2:5][CH2:4][S:3][CH:2]1[C:6]1[CH:7]=[C:8]([OH:13])[CH:9]=[C:10]([CH:12]=1)[OH:11].[C:14]1(O)([CH3:23])[CH2:19][CH2:18][CH:17]([C:20]([CH3:22])=[CH2:21])[CH:16]=[CH:15]1.C1C=CC=CC=1.C1(C)C=CC(S(O)(=O)=O)=CC=1>C(Cl)Cl>[S:1]1[CH2:5][CH2:4][S:3][CH:2]1[C:6]1[CH:7]=[C:8]([OH:13])[C:9]2[CH:18]3[CH2:19][C:14]([CH3:23])=[CH:15][CH2:16][CH:17]3[C:20]([CH3:22])([CH3:21])[O:11][C:10]=2[CH:12]=1. Reported procedure: In the third step of the process 5-(1,3-dithiolan-2-yl)resorcinol (V) is reacted with p-mentha-2,8-dien-1-ol having the formula ##STR10## in a suitable liquid reaction medium such as benzene or methylene chloride in the presence of an acid, such as p-toluenesulfonic acid, to induce the condensation. The procedures for this type of reaction are disclosed in Helv. Chim. Acta, 52, 1102 (1969). An elevated temperature, such as the reflux temperature, promotes the reaction and brings it to completion...